Dataset: the Open Reaction Database (ORD), a public repository of structured organic reaction records. Task: describe an organic reaction: reactants, conditions, products, and yield Starting materials: Cc1ccccc1, O=C1Nc2cccnc2Nc2cc(Cl)ccc21, O=C(Cl)Cl, C1COCCO1, c1ccncc1. Product: O=C1Nc2cccnc2N(C(=O)Cl)c2cc(Cl)ccc21. As a reaction SMILES: [CH3:34][c:35]1[cH:36][cH:37][cH:38][cH:39][cH:40]1.[Cl:1][c:2]1[cH:3][c:4]2[c:5]([cH:16][cH:17]1)[C:6](=[O:15])[NH:7][c:8]1[c:9]([n:11][cH:12][cH:13][cH:14]1)[NH:10]2.[Cl:24][C:25]([Cl:26])=[O:27].[O:28]1[CH2:29][CH2:30][O:31][CH2:32][CH2:33]1.[cH:18]1[cH:19][cH:20][n:21][cH:22][cH:23]1>>[Cl:1][c:2]1[cH:3][c:4]2[c:5]([cH:16][cH:17]1)[C:6](=[O:15])[NH:7][c:8]1[c:9]([n:11][cH:12][cH:13][cH:14]1)[N:10]2[C:25]([Cl:24])=[O:27]. The reactants are [Mn](=O)(=O)(=O)[O-].[K+] (Potassium permanganate), OC(C1=CC=CC2=CC=CC=C12)C1=CC2=C(C(=NN(C2=O)C)CC(C)C)S1 (2-[1-hydroxy-1-(1-naphthalenyl)methyl]-5-methyl-7-(2methylpropyl)thieno[2,3-d]pyridazin-4(5H)-one), [Mn](=O)(=O)(=O)[O-].[K+] (potassium permanganate). Run in ClCCl (dichloromethane). Reaction conditions: time 1 hour. The product is CN1N=C(C2=C(C1=O)C=C(S2)C(=O)C2=CC=CC1=CC=CC=C21)CC(C)C (5-Methyl-7-(2-methylpropyl)-2-(1-naphthalenylcarbonyl)thieno[2,3-d]pyridazin-4(5H)-one). The yield is 35.2%. RXN SMILES: [Mn]([O-])(=O)(=O)=O.[K+].[OH:7][CH:8]([C:19]1[S:33][C:22]2[C:23]([CH2:29][CH:30]([CH3:32])[CH3:31])=[N:24][N:25]([CH3:28])[C:26](=[O:27])[C:21]=2[CH:20]=1)[C:9]1[C:18]2[C:13](=[CH:14][CH:15]=[CH:16][CH:17]=2)[CH:12]=[CH:11][CH:10]=1>ClCCl>[CH3:28][N:25]1[C:26](=[O:27])[C:21]2[CH:20]=[C:19]([C:8]([C:9]3[C:18]4[C:13](=[CH:14][CH:15]=[CH:16][CH:17]=4)[CH:12]=[CH:11][CH:10]=3)=[O:7])[S:33][C:22]=2[C:23]([CH2:29][CH:30]([CH3:32])[CH3:31])=[N:24]1 |f:0.1|. Procedure details: Potassium permanganate (0.335 g) and 18 crown-6 (10 mg) were added to a solution of 2-[1-hydroxy-1-(1-naphthalenyl)methyl]-5-methyl-7-(2methylpropyl)thieno[2,3-d]pyridazin-4(5H)-one (example 7, 0.40 g) in dichloromethane (30 ml) at room temperature. After 1 hour, further potassium permanganate (0.30 g) was added and stirring was continued for a further hour. The mixture was filtered, diluted with dichloromethane (70 ml), washed twice with water then with brine, then dried, filtered and evaporate... Starting materials: COc1cc(C(F)(F)F)ccc1C=O, CS(C)=O, [O-][Cl+][O-], [Na+], [Na+], O, O=P([O-])(O)O. The product is COc1cc(C(F)(F)F)ccc1C(=O)O. RXN SMILES: [CH3:1][O:2][c:3]1[c:4]([CH:5]=[O:6])[cH:7][cH:8][c:9]([C:11]([F:12])([F:13])[F:14])[cH:10]1.[CH3:26][S:27](=[O:28])[CH3:29].[Cl+:21]([O-:22])[O-:23].[Na+:15].[Na+:24].[OH2:25].[OH:16][P:17](=[O:18])([O-:19])[OH:20]>>[CH3:1][O:2][c:3]1[c:4]([C:5](=[O:6])[OH:16])[cH:7][cH:8][c:9]([C:11]([F:12])([F:13])[F:14])[cH:10]1. Starting materials: C1CCOC1, N#CCc1cc2c(-c3ccccc3)c(CC(=O)Nc3ccc(Cl)cc3C(F)(F)F)c(=O)oc2cc1Cl. The product is NCCc1cc2c(-c3ccccc3)c(CC(=O)Nc3ccc(Cl)cc3C(F)(F)F)c(=O)oc2cc1Cl. Reaction SMILES: [CH2:37]1[O:38][CH2:39][CH2:40][CH2:41]1.[Cl:1][c:2]1[c:3]([CH2:34][C:35]#[N:36])[cH:4][c:5]2[c:6](-[c:28]3[cH:29][cH:30][cH:31][cH:32][cH:33]3)[c:7]([CH2:13][C:14](=[O:15])[NH:16][c:17]3[c:18]([C:24]([F:25])([F:26])[F:27])[cH:19][c:20]([Cl:23])[cH:21][cH:22]3)[c:8](=[O:12])[o:9][c:10]2[cH:11]1>>[Cl:1][c:2]1[c:3]([CH2:34][CH2:35][NH2:36])[cH:4][c:5]2[c:6](-[c:28]3[cH:29][cH:30][cH:31][cH:32][cH:33]3)[c:7]([CH2:13][C:14](=[O:15])[NH:16][c:17]3[c:18]([C:24]([F:25])([F:26])[F:27])[cH:19][c:20]([Cl:23])[cH:21][cH:22]3)[c:8](=[O:12])[o:9][c:10]2[cH:11]1. Starting materials: CSC1=C(C(=CC=2C(CNCCC21)C2=CC=CC=C2)O)O (6-Methylthio-7,8-dihydroxy-1-phenyl-2,3,4,5-tetrahydro-1H-3-benzazepine), 2,3-dichloro-4,5-dicyano-1,4-benzoquinone. Solvent: CO (methanol). The product is CSC=1C(C(C=C2C(CNCCC21)C2=CC=CC=C2)=O)=O (6-methylthio-1-phenyl-2,3,4,5-tetrahydro-1H-3-benzazepine-7,8-dione). As a reaction SMILES: [CH3:1][S:2][C:3]1[C:13]2[CH2:12][CH2:11][NH:10][CH2:9][CH:8]([C:14]3[CH:19]=[CH:18][CH:17]=[CH:16][CH:15]=3)[C:7]=2[CH:6]=[C:5]([OH:20])[C:4]=1[OH:21]>CO>[CH3:1][S:2][C:3]1[C:4](=[O:21])[C:5](=[O:20])[CH:6]=[C:7]2[C:13]=1[CH2:12][CH2:11][NH:10][CH2:9][CH:8]2[C:14]1[CH:15]=[CH:16][CH:17]=[CH:18][CH:19]=1. Reported procedure: 6-Methylthio-7,8-dihydroxy-1-phenyl-2,3,4,5-tetrahydro-1H-3-benzazepine (5 g) is oxidized with 2,3-dichloro-4,5-dicyano-1,4-benzoquinone in methanol at room temperature as in Example 1 to give 6-methylthio-1-phenyl-2,3,4,5-tetrahydro-1H-3-benzazepine-7,8-dione which (1 g) is reacted with methylmercaptan in methanol to give 6,9-dimethylthio-7,8-dihydroxy-1-phenyl-2,3,4,5-tetrahydro-1H-3-benzazepine.